From a dataset of the Open Reaction Database (ORD), a public repository of structured organic reaction records. describe an organic reaction: reactants, conditions, products, and yield The reactants are O=C([O-])[O-], Cc1ccccc1, COCCOC, Ic1ccc(-c2nc3ccccc3o2)cc1, [K+], [K+], CC(=O)[O-], CC(=O)[O-], [Pd+2], Cc1ccccc1P(c1ccccc1C)c1ccccc1C, OB(O)c1ccc(-n2c3ccccc3c3ccccc32)cc1. Yields the product c1ccc2oc(-c3ccc(-c4ccc(-n5c6ccccc6c6ccccc65)cc4)cc3)nc2c1. RXN SMILES: [C:61](=[O:62])([O-:63])[O-:64].[CH3:76][c:77]1[cH:78][cH:79][cH:80][cH:81][cH:82]1.[CH3:83][O:84][CH2:85][CH2:86][O:87][CH3:88].[I:1][c:2]1[cH:3][cH:4][c:5](-[c:8]2[o:9][c:10]3[c:11]([n:12]2)[cH:13][cH:14][cH:15][cH:16]3)[cH:6][cH:7]1.[K+:65].[K+:66].[O-:68][C:69]([CH3:70])=[O:71].[O-:72][C:73]([CH3:74])=[O:75].[Pd+2:67].[c:39]1([CH3:40])[cH:41][cH:42][cH:43][cH:44][c:45]1[P:46]([c:47]1[cH:48][cH:49][cH:50][cH:51][c:52]1[CH3:53])[c:54]1[cH:55][cH:56][cH:57][cH:58][c:59]1[CH3:60].[cH:17]1[cH:18][cH:19][cH:20][c:21]2[c:22]3[cH:23][cH:24][cH:25][cH:26][c:27]3[n:28](-[c:30]3[cH:31][cH:32][c:33]([B:36]([OH:37])[OH:38])[cH:34][cH:35]3)[c:29]12>>[c:2]1(-[c:33]2[cH:32][cH:31][c:30](-[n:28]3[c:27]4[c:22]([c:21]5[cH:20][cH:19][cH:18][cH:17][c:29]53)[cH:23][cH:24][cH:25][cH:26]4)[cH:35][cH:34]2)[cH:3][cH:4][c:5](-[c:8]2[o:9][c:10]3[c:11]([n:12]2)[cH:13][cH:14][cH:15][cH:16]3)[cH:6][cH:7]1. Reactants: CC(C)(OC(=O)NC1CC(OC1)(C(=O)OC)O)C (methyl 4-[[(1,1-dimethylethoxy)-carbonyl]amino]-2-hydroxytetrahydrofuran-2-carboxylate), S(=O)(Cl)Cl (thionyl chloride). Product: CC(C)(OC(=O)NC1C=C(OC1)C(=O)OC)C (methyl 4-[[(1,1-dimethylethoxy)carbonyl]amino]-4,5-dihydro-2-furan-carboxylate). As a reaction SMILES: [CH3:1][C:2]([CH3:18])([O:4][C:5]([NH:7][CH:8]1[CH2:12][O:11][C:10](O)([C:13]([O:15][CH3:16])=[O:14])[CH2:9]1)=[O:6])[CH3:3].S(Cl)(Cl)=O>>[CH3:3][C:2]([CH3:18])([O:4][C:5]([NH:7][CH:8]1[CH2:12][O:11][C:10]([C:13]([O:15][CH3:16])=[O:14])=[CH:9]1)=[O:6])[CH3:1]. Procedure: The process of claim 1, wherein in step (g) methyl 4-[[(1,1-dimethylethoxy)-carbonyl]amino]-2-hydroxytetrahydrofuran-2-carboxylate is reacted with thionyl chloride to produce methyl 4-[[(1,1-dimethylethoxy)carbonyl]amino]-4,5-dihydro-2-furan-carboxylate. The reactants are IC1=C2/C(/C(NC2=CC=C1)=O)=C/C=1NC=CC1 ((Z)-1,3-dihydro-4-iodo-3-[(1H-pyrrol-2-yl)methylene]-2H-indol-2-one), C(C#C)N1C=2C=CC=CC2C2=CC=CC=C2C1=O (5-(2-propynyl)-6(5H)-phenanthridinone), O (Water). Reagents/catalysts: [Cu]I (copper (I) iodide), [Pd].C1(=CC=CC=C1)P(C1=CC=CC=C1)C1=CC=CC=C1.C1(=CC=CC=C1)P(C1=CC=CC=C1)C1=CC=CC=C1.C1(=CC=CC=C1)P(C1=CC=CC=C1)C1=CC=CC=C1.C1(=CC=CC=C1)P(C1=CC=CC=C1)C1=CC=CC=C1 (tetrakis(triphenylphosphine) palladium(0)). Solvent: O1CCCC1 (tetrahydrofuran), C(C)N(CC)CC (triethylamine). Reaction conditions: time 72 hour. Yields the product O=C\1NC2=CC=CC(=C2/C1=C/C=1NC=CC1)C#CCN1C=2C=CC=CC2C2=CC=CC=C2C1=O ((Z)-5-[3-[2,3-dihydro-2-oxo-3-(1H-pyrrol-2-ylmethylene)-1H-indol-4-yl]-2-propynyl]-6(5H)-phenanthridinone). RXN SMILES: I[C:2]1[CH:10]=[CH:9][CH:8]=[C:7]2[C:3]=1/[C:4](=[CH:12]/[C:13]1[NH:14][CH:15]=[CH:16][CH:17]=1)/[C:5](=[O:11])[NH:6]2.[CH2:18]([N:21]1[C:34](=[O:35])[C:33]2[C:28](=[CH:29][CH:30]=[CH:31][CH:32]=2)[C:27]2[CH:26]=[CH:25][CH:24]=[CH:23][C:22]1=2)[C:19]#[CH:20].O>O1CCCC1.C(N(CC)CC)C.[Cu]I.[Pd].C1(P(C2C=CC=CC=2)C2C=CC=CC=2)C=CC=CC=1.C1(P(C2C=CC=CC=2)C2C=CC=CC=2)C=CC=CC=1.C1(P(C2C=CC=CC=2)C2C=CC=CC=2)C=CC=CC=1.C1(P(C2C=CC=CC=2)C2C=CC=CC=2)C=CC=CC=1>[O:11]=[C:5]1[NH:6][C:7]2[C:3](/[C:4]/1=[CH:12]/[C:13]1[NH:14][CH:15]=[CH:16][CH:17]=1)=[C:2]([C:20]#[C:19][CH2:18][N:21]1[C:34](=[O:35])[C:33]3[C:28](=[CH:29][CH:30]=[CH:31][CH:32]=3)[C:27]3[CH:26]=[CH:25][CH:24]=[CH:23][C:22]1=3)[CH:10]=[CH:9][CH:8]=2 |f:6.7.8.9.10|. Procedure: A solution of (Z)-1,3-dihydro-4-iodo-3-[(1H-pyrrol-2-yl)methylene]-2H-indol-2-one (from Example 71, infra) (50 mg, 0.15 mmol), and 5-(2-propynyl)-6(5H)-phenanthridinone (45 mg, 0.19 mmol) (prepared according to Walser et al., J. Med. Chem. 34(3), 1209-1221 (1991)) in 1 mL tetrahydrofuran and 1 mL triethylamine was degassed by bubbling argon through the solution for 10 minutes. At this time, copper (I) iodide (11 mg, 0.06 mmol) and tetrakis(triphenylphosphine) palladium(0) (3 mg, 0.03 mmol) were ... The reactants are C(=O)(OC(C)(C)C)N1C(CCCC1)=O (N-Boc piperidinone), BrC1=NC(=CC=C1)NN (2-bromo-6-hydrazinylpyridine). The solvent is CO (MeOH). Run at time 2 hour. Yields the product BrC1=CC=CC(=N1)NN=C1CCN(CC1)C(=O)OC(C)(C)C (tert-Butyl 4-(2-(6-bromopyridin-2-yl)hydrazono)piperidine-1-carboxylate). Yield: 99.5%. As a reaction SMILES: [C:1]([N:8]1[CH2:13][CH2:12][CH2:11][CH2:10][C:9]1=O)([O:3][C:4]([CH3:7])([CH3:6])[CH3:5])=[O:2].[Br:15][C:16]1[CH:21]=[CH:20][CH:19]=[C:18]([NH:22][NH2:23])[N:17]=1>CO>[Br:15][C:16]1[N:17]=[C:18]([NH:22][N:23]=[C:11]2[CH2:12][CH2:13][N:8]([C:1]([O:3][C:4]([CH3:7])([CH3:6])[CH3:5])=[O:2])[CH2:9][CH2:10]2)[CH:19]=[CH:20][CH:21]=1. Procedure: N-Boc piperidinone (13.8 g, 69.1 mmol) was added to a solution of 2-bromo-6-hydrazinylpyridine (13.0 g, 69.1 mmol) in MeOH (240 mL). The resulting solution was stirred at ambient temperature for 2 h. The solution was concentrated and dried to provide the title compound (25.4 g, 99%) as a white foam: 1H NMR (300 MHz, DMSO-d6) δ 9.97 (s, 1H), 7.49 (overlapping dd, J=7.8 Hz, 1H), 7.03 (d, J=8.4 Hz, 1H), 6.88 (d, J=7.5 Hz, 1H), 3.52-3.38 (m, 4H), 2.59-2.40 (m, 2H overlaps with solvent), 2.38 (t, J=5... Reactants: CS(=O)(=O)C1=CC=C(C=C1)C(CCC(C)=O)=O (1-(4-methylsulfonylphenyl)-1,4-pentanedione), FC1=CC=C(N)C=C1 (4-fluoroaniline). The reagents and catalysts are C1(=CC=C(C=C1)S(=O)(=O)O)C (p-toluenesulfonic acid). Run in C1(=CC=CC=C1)C (toluene). Yields the product FC1=CC=C(C=C1)N1C(=CC=C1C1=CC=C(C=C1)S(=O)(=O)C)C (1-(4-fluorophenyl)-2-methyl-5-[4-(methylsulfonyl)phenyl)-1H-pyrrole). The yield is 79.2%. RXN SMILES: [CH3:1][S:2]([C:5]1[CH:10]=[CH:9][C:8]([C:11](=O)[CH2:12][CH2:13][C:14](=O)[CH3:15])=[CH:7][CH:6]=1)(=[O:4])=[O:3].[F:18][C:19]1[CH:25]=[CH:24][C:22]([NH2:23])=[CH:21][CH:20]=1>C1(C)C=CC=CC=1.C1(C)C=CC(S(O)(=O)=O)=CC=1>[F:18][C:19]1[CH:25]=[CH:24][C:22]([N:23]2[C:11]([C:8]3[CH:9]=[CH:10][C:5]([S:2]([CH3:1])(=[O:4])=[O:3])=[CH:6][CH:7]=3)=[CH:12][CH:13]=[C:14]2[CH3:15])=[CH:21][CH:20]=1. Procedure: A mixture of 1-(4-methylsulfonylphenyl)-1,4-pentanedione (580 mg, 2.28 mmol) of Step 2, 4-fluoroaniline (0.24 ml, 2.5 mmol) and p-toluenesulfonic acid (30 mg) in toluene (50 ml) was heated to reflux for 20 hours. The reaction mixture was cooled, filtered and concentrated. The crude mixture (820 mg) was purified by chromatography (silica gel, hexane/ethyl acetate, 7/3) to give 1-(4-fluorophenyl)-2-methyl-5-[4-(methylsulfonyl)phenyl)-1H-pyrrole (595 mg, 79%) as a white solid: mp (DSC) 157° C. Anal...